From a dataset of the Open Reaction Database (ORD), a public repository of structured organic reaction records. describe an organic reaction: reactants, conditions, products, and yield The reactants are C(C=C)#N (acrylonitrile), CC(C)=C (isobutylene). The product is C(C=C)#N (acrylonitrile), CC(C)=C (isobutylene), C=C(CCCC#N)CCCC#N (5-methylenenonanedinitrile), CC(=CCCC#N)CCCC#N (5-methyl-4-nonenedinitrile). Reaction SMILES: [C:1](#[N:4])[CH:2]=[CH2:3].[CH3:5][C:6](=[CH2:8])[CH3:7]>>[C:1](#[N:4])[CH:2]=[CH2:3].[CH3:7][C:6](=[CH2:5])[CH3:8].[CH2:8]=[C:6]([CH2:7][CH2:3][CH2:2][C:1]#[N:4])[CH2:5][CH2:3][CH2:2][C:1]#[N:4].[CH3:8][C:6]([CH2:7][CH2:3][CH2:2][C:1]#[N:4])=[CH:5][CH2:3][CH2:2][C:1]#[N:4]. Procedure details: Referring now to the drawing, an embodiment involving a continuous process for the reaction of acrylonitrile, isobutylene and a monoadduct of acrylonitrile and isobutylene to produce 5-methylenenonanedinitrile and 5-methyl-4-nonenedinitrile will be described. Acrylonitrile and isobutylene are introduced into single-stage reactor 11 by way of conduit means 12 and 13, respectively. A monoadduct of acrylonitrile and isobutylene, i.e. predominately 5-methyl-5-hexenenitrile with a small amount of 2,4... Starting materials: C(C1=CC=CC=C1)(=O)OC[C@@H]1O[C@H](CS1)O (TRANS 2-BENZOYLOXYMETHYL-5-HYDROXY-1,3-OXATHIOLANE), C(C)OC(=O)Cl (ethylchloroformate). Solvent: N1=CC=CC=C1 (pyridine). Yields the product C(C1=CC=CC=C1)(=O)OC[C@@H]1O[C@H](CS1)OC(=O)OCC (TRANS-2-BENZOYLOXYMETHYL-5-ETHOXYCARBONYLOXY-1,3-OXATHIOLANE). Isolated yield 73.3%. As a reaction SMILES: [C:1]([O:9][CH2:10][C@H:11]1[S:15][CH2:14][C@H:13]([OH:16])[O:12]1)(=[O:8])[C:2]1[CH:7]=[CH:6][CH:5]=[CH:4][CH:3]=1.[CH2:17]([O:19][C:20](Cl)=[O:21])[CH3:18]>N1C=CC=CC=1>[C:1]([O:9][CH2:10][C@H:11]1[S:15][CH2:14][C@H:13]([O:16][C:20]([O:19][CH2:17][CH3:18])=[O:21])[O:12]1)(=[O:8])[C:2]1[CH:7]=[CH:6][CH:5]=[CH:4][CH:3]=1. Reported procedure: A mixture of cis and trans 2-benzoyloxymethyl-5-hydroxy-1,3-oxathiolane 1.49 g (6.6 mmol) (as prepared in Example 1) was reacted with ethylchloroformate 1.3 mL (13.2 mmol) and pyridine (3.3 mL) as described in example 2 to give 1.51 g of the title compound. Reactants: C1CCOC1, Cl, COc1ncc(N=C(c2ccccc2)c2ccccc2)cc1NS(C)(=O)=O. Yields the product COc1ncc(N)cc1NS(C)(=O)=O. As a reaction SMILES: [CH2:29]1[O:30][CH2:31][CH2:32][CH2:33]1.[ClH:28].[c:1]1([C:2]([c:3]2[cH:4][cH:5][cH:6][cH:7][cH:8]2)=[N:14][c:15]2[cH:16][c:17]([NH:23][S:24](=[O:25])(=[O:26])[CH3:27])[c:18]([O:21][CH3:22])[n:19][cH:20]2)[cH:9][cH:10][cH:11][cH:12][cH:13]1>>[NH2:14][c:15]1[cH:16][c:17]([NH:23][S:24](=[O:25])(=[O:26])[CH3:27])[c:18]([O:21][CH3:22])[n:19][cH:20]1. The product is Cc1cc(C(=O)O)c(C(F)(F)F)o1. As a reaction SMILES: [CH3:18][CH2:19][OH:20].[CH3:1][c:2]1[cH:3][c:4]([C:11](=[O:12])[O:13][CH2:14][CH3:15])[c:5]([C:7]([F:8])([F:9])[F:10])[o:6]1.[Na+:17].[OH-:16]>>[CH3:1][c:2]1[cH:3][c:4]([C:11](=[O:12])[OH:13])[c:5]([C:7]([F:8])([F:9])[F:10])[o:6]1. Starting materials: CCO, CCOC(=O)c1cc(C)oc1C(F)(F)F, [Na+], [OH-]. The reactants are N1C(=NC2=C1C=CC=C2)COC2=CC(=C(C=O)C=C2Cl)F (4-(1H-benzoimidazol-2-ylmethoxy)-5-chloro-2-fluoro-benzaldehyde), ClC1=C(C=O)C=C(C(=C1)O)OC (2-chloro-4-hydroxy-5-methoxy-benzaldehyde), CN(C=O)C (N,N-dimethylformamide), [H-].[Na+] (sodium hydride). Conditions: temperature 80 celsius, time 20 minute. Yields the product N1C(=NC2=C1C=CC=C2)COC2=CC(=C(C=O)C=C2OC)Cl (4-(1H-benzoimidazol-2-ylmethoxy)-2-chloro-5-methoxy-benzaldehyde). As a reaction SMILES: [Cl:1][C:2]1[CH:9]=[C:8]([OH:10])[C:7]([O:11][CH3:12])=[CH:6][C:3]=1[CH:4]=[O:5].CN(C)C=O.[H-].[Na+].[NH:20]1[C:24]2[CH:25]=[CH:26][CH:27]=[CH:28][C:23]=2[N:22]=[C:21]1[CH2:29]OC1C(Cl)=CC(C=O)=C(F)C=1>>[NH:20]1[C:24]2[CH:25]=[CH:26][CH:27]=[CH:28][C:23]=2[N:22]=[C:21]1[CH2:29][O:10][C:8]1[C:7]([O:11][CH3:12])=[CH:6][C:3]([CH:4]=[O:5])=[C:2]([Cl:1])[CH:9]=1 |f:2.3|. Reported procedure: 2-Chloro-4-hydroxy-5-methoxy-benzaldehyde (136, 2.30 g, 0.0123 mol) was dissolved in N,N-dimethylformamide (89.5 mL, 1.16 mol) and sodium hydride (60% dispersion in mineral oil, 541 mg, 0.0135 mol) was added. After 20 minutes, 2-chloromethyl-1H-benzoimidazole (106, 2.05 g, 0.0123 mol) was added to the reaction. The reaction was stirred at 80° C. overnight. The reaction was concentrated in vacuo to an oil. Ethyl acetate was added and washed with saturated sodium bicarbonate and brine. The organic... The reactants are BrC=1C=CC2=C(C=C(CCCN2CC2=CC=C(C=C2)OC)C(=O)OC)C1 (methyl 8-bromo-1-(4-methoxybenzyl)-1,2,3,4-terahydro-1-benzoazocine-5-carboxylate), FC(C(=O)O)(F)F (trifluoroacetic acid). The solvent is C1(=CC=CC=C1)C (toluene). Conditions: temperature 65 celsius, time 2 hour. The product is BrC=1C=CC2=C(C=C(CCCN2)C(=O)OC)C1 (methyl 8-bromo-1,2,3,4-terahydro-1-benzoazocine-5-carboxylate). The yield is 92.6%. RXN SMILES: [Br:1][C:2]1[CH:3]=[CH:4][C:5]2[N:12](CC3C=CC(OC)=CC=3)[CH2:11][CH2:10][CH2:9][C:8]([C:22]([O:24][CH3:25])=[O:23])=[CH:7][C:6]=2[CH:26]=1.FC(F)(F)C(O)=O>C1(C)C=CC=CC=1>[Br:1][C:2]1[CH:3]=[CH:4][C:5]2[NH:12][CH2:11][CH2:10][CH2:9][C:8]([C:22]([O:24][CH3:25])=[O:23])=[CH:7][C:6]=2[CH:26]=1. Procedure details: To a solution of methyl 8-bromo-1-(4-methoxybenzyl)-1,2,3,4-terahydro-1-benzoazocine-5-carboxylate (10.0 g), in toluene (50 ml) was added trifluoroacetic acid (50 ml), and the mixture was stirred at 65° C. for 2 hours. After distilling off the solvent under reduced pressure, water was added at 0° C. and the reaction mixture was neutralized with potassium carbonate and extracted with ethyl acetate. The organic layer was washed with aqueous saturated sodium bicarbonate solution and saturated brine... Starting materials: CN(C(=S)NC1=CC(=CC=C1)O)C (1,1-dimethyl-3-(meta-hydroxyphenyl)-2-thiourea), C(C)(=O)OCC (ethyl acetate), CN=C=O (methyl isocyanate). The solvent is CCCCCC (hexane). Conditions: temperature 20 celsius. The product is CN(C(=S)NC1=CC(=CC=C1)OC(NC)=O)C (1,1-dimethyl-3-(meta-methylcarbamoyloxyphenyl)-2-thiourea). Reaction SMILES: [CH3:1][N:2]([CH3:13])[C:3]([NH:5][C:6]1[CH:11]=[CH:10][CH:9]=[C:8]([OH:12])[CH:7]=1)=[S:4].C(OCC)(=O)C.[CH3:20][N:21]=[C:22]=[O:23]>CCCCCC>[CH3:1][N:2]([CH3:13])[C:3]([NH:5][C:6]1[CH:11]=[CH:10][CH:9]=[C:8]([O:12][C:22](=[O:23])[NH:21][CH3:20])[CH:7]=1)=[S:4]. Procedure details: 1,1-dimethyl-3-(meta-methylcarbamoyloxyphenyl)-2-thiourea is prepared by charging to a suitable equipped reaction vessel about 32.7 parts by weight of 1,1-dimethyl-3-(meta-hydroxyphenyl)-2-thiourea, about 100 parts by weight of ethyl acetate, about 12 parts by weight of methyl isocyanate and about 1 part by weight triethylamino, refluxing for about 1 hour with stirring, diluting the resulting slurry with about 100 parts by weight of hexane, cooling to about 20°C., recovering the precipitate from... Reactants: NC1=NC=C(C=C1N)Br (2,3-diamino-5-bromopyridine), ClC=1C=C(C(=O)O)C=CC1 (3-chlorobenzoic acid), polyphosphoric acid, [OH-].[Na+] (sodium hydroxide). Run at temperature 170 celsius, time 2 hour. The product is BrC=1C=C2C(=NC1)N=C(N2)C2=CC(=CC=C2)Cl (6-bromo-2-(3-chlorophenyl)-1H-imidazo[4,5-b]pyridine). Yield: 69.2%. As a reaction SMILES: [NH2:1][C:2]1[C:7]([NH2:8])=[CH:6][C:5]([Br:9])=[CH:4][N:3]=1.[Cl:10][C:11]1[CH:12]=[C:13]([CH:17]=[CH:18][CH:19]=1)[C:14](O)=O.[OH-].[Na+]>>[Br:9][C:5]1[CH:6]=[C:7]2[NH:8][C:14]([C:13]3[CH:17]=[CH:18][CH:19]=[C:11]([Cl:10])[CH:12]=3)=[N:1][C:2]2=[N:3][CH:4]=1 |f:2.3|. Procedure: A mixture of 2,3-diamino-5-bromopyridine (Compound of Reference Example 1) (1.32 g), 3-chlorobenzoic acid (1.10 g) and polyphosphoric acid (30 g) was stirred at 170° C. for 2 hours. The mixture was poured onto ice, neutralized with 8N-sodium hydroxide and extracted with ethyl acetate-tetrahydrofuran (3:1, v/v). The organic layer was washed with water and dried with MgSO4. The solvent was distilled off under reduced pressure, and resulting crystals were collected by filtration to obtain 6-bromo-2...